describe an organic reaction: reactants, conditions, products, and yield From a dataset of the Open Reaction Database (ORD), a public repository of structured organic reaction records. The reactants are COCCN1CCC(CO)CC1, O=C(Cl)Oc1ccc([N+](=O)[O-])cc1, ClCCl. The product is COCCN1CCC(COC(=O)Oc2ccc([N+](=O)[O-])cc2)CC1. RXN SMILES: [CH3:1][O:2][CH2:3][CH2:4][N:5]1[CH2:6][CH2:7][CH:8]([CH2:11][OH:12])[CH2:9][CH2:10]1.[Cl:13][C:14](=[O:15])[O:16][c:17]1[cH:18][cH:19][c:20]([N+:23](=[O:24])[O-:25])[cH:21][cH:22]1.[Cl:26][CH2:27][Cl:28]>>[CH3:1][O:2][CH2:3][CH2:4][N:5]1[CH2:6][CH2:7][CH:8]([CH2:11][O:12][C:14](=[O:15])[O:16][c:17]2[cH:18][cH:19][c:20]([N+:23](=[O:24])[O-:25])[cH:21][cH:22]2)[CH2:9][CH2:10]1. Starting materials: C=1(C(=CC=CC1)S(=O)(=O)O)C (toluene sulphonic acid), 295g, C1(CCCCC1)=O (cyclohexanone), N1CCOCC1 (morpholine), O (water). Run in C1=CC=CC=C1 (benzene). Product: O1CCN(CC1)C1=CCCCC1 (1- morpholino cyclohex-1 ene). Reaction SMILES: [C:1]1(=O)[CH2:6][CH2:5][CH2:4][CH2:3][CH2:2]1.[NH:8]1[CH2:13][CH2:12][O:11][CH2:10][CH2:9]1.C1(C)C(S(O)(=O)=O)=CC=CC=1.O>C1C=CC=CC=1>[O:11]1[CH2:12][CH2:13][N:8]([C:1]2[CH2:6][CH2:5][CH2:4][CH2:3][CH:2]=2)[CH2:9][CH2:10]1. Reported procedure: 295g of cyclohexanone and 261 g of morpholine are dissolved in 800ml of benzene. After the whole has been dissolved, 1.5g of p. toluene sulphonic acid are added and the mixture is heated under reflux. The water formed is extracted continuously by azeotropic distillation. After 20 hours reflux, the remaining solvent is distilled off and the oily residue is recovered. 379 g of the enamine are so obtained, boiling under 2mm at 115° to 117°. The yield amounts to 76%. Reactants: CC(=O)Oc1ccc(Br)cc1C(=O)O, Cl, CC(C)(C)c1nc(N)sc1N1CCCCC1, C1CCOC1, O=P(Cl)(Cl)Cl, c1ccncc1. Product: CC(=O)Oc1ccc(Br)cc1C(=O)Nc1nc(C(C)(C)C)c(N2CCCCC2)s1. RXN SMILES: [C:6]([CH3:7])(=[O:8])[O:9][c:10]1[c:11]([C:12](=[O:13])[OH:14])[cH:15][c:16]([Br:19])[cH:17][cH:18]1.[ClH:36].[NH2:20][c:21]1[s:22][c:23]([N:30]2[CH2:31][CH2:32][CH2:33][CH2:34][CH2:35]2)[c:24]([C:26]([CH3:27])([CH3:28])[CH3:29])[n:25]1.[O:37]1[CH2:38][CH2:39][CH2:40][CH2:41]1.[P:1]([Cl:2])([Cl:3])([Cl:4])=[O:5].[cH:42]1[cH:43][cH:44][n:45][cH:46][cH:47]1>>[C:6]([CH3:7])(=[O:8])[O:9][c:10]1[c:11]([C:12](=[O:14])[NH:20][c:21]2[s:22][c:23]([N:30]3[CH2:31][CH2:32][CH2:33][CH2:34][CH2:35]3)[c:24]([C:26]([CH3:27])([CH3:28])[CH3:29])[n:25]2)[cH:15][c:16]([Br:19])[cH:17][cH:18]1. Starting materials: ClC1=NC=CC(=N1)N (2-chloro-4-pyrimidinamine), CCN(C(C)C)C(C)C (Hunig's base), BrC1=C(C=NC2=CC=C(N=C12)OC)N (4-bromo-6-(methyloxy)-1,5-naphthyridin-3-amine). Run in CN(C=O)C (N,N-dimethylformamide). Run at temperature 120 celsius. Product: CN1C2(CC2)CN(CC1)C1=NC=CC(=N1)N (2-(4-methyl-4,7-diazaspiro[2.5]oct-7-yl)-4-pyrimidinamine). Yield: 33.4%. RXN SMILES: Cl[C:2]1[N:7]=[C:6]([NH2:8])[CH:5]=[CH:4][N:3]=1.[CH3:9]CN(C(C)C)C(C)C.BrC1[C:28]2[C:23](=[CH:24][CH:25]=[C:26](OC)[N:27]=2)[N:22]=[CH:21]C=1N>CN(C)C=O>[CH3:9][N:22]1[CH2:21][CH2:26][N:27]([C:2]2[N:7]=[C:6]([NH2:8])[CH:5]=[CH:4][N:3]=2)[CH2:28][C:23]21[CH2:24][CH2:25]2. Procedure: A mixture of 2-chloro-4-pyrimidinamine (200 mg, 1.544 mmol), Hunig's base (1348 μl, 7.72 mmol) and 4-methyl-4,7-diazaspiro[2.5]octane (Ref.: WO2009061879 (A1)) (338 mg, 1.698 mmol) in N,N-dimethylformamide (DMF) (1.7 ml) was heated to 120° C. via a microwave reactor for 15 min. The reaction mixture was purified by RP-HPLC to yield 2-(4-methyl-4,7-diazaspiro[2.5]oct-7-yl)-4-pyrimidinamine (113 mg, 0.515 mmol, 33% yield). MS (ES+) m/z 220.1 (MH+). Starting materials: O=C1N(CC(N1C=O)=O)CC#C (2,4-dioxo-1-propargyl-3-imidazolidine-carbaldehyde), [C-]#N.[Na+] (sodium cyanide), S([O-])(O)=O.[Na+] (sodium bisulfite). The solvent is CCOCC (ether), O (water), O (water). Conditions: time 2 hour. Product: C(#N)C(O)N1C(N(CC1=O)CC#C)=O (cyano(2,4-dioxo-1-propargyl-3-imidazolidinyl)methanol). As a reaction SMILES: [O:1]=[C:2]1[N:6]([CH:7]=[O:8])[C:5](=[O:9])[CH2:4][N:3]1[CH2:10][C:11]#[CH:12].[C-:13]#[N:14].[Na+].S(=O)(O)[O-].[Na+]>CCOCC.O>[C:13]([CH:7]([N:6]1[C:5](=[O:9])[CH2:4][N:3]([CH2:10][C:11]#[CH:12])[C:2]1=[O:1])[OH:8])#[N:14] |f:1.2,3.4|. Procedure: To a solution of 2,4-dioxo-1-propargyl-3-imidazolidine-carbaldehyde (1.8 mmol) in 25 ml of ether is added 25 ml of water followed by sodium cyanide (3.04 mmol). The mixture is stirred vigorously while a solution of sodium bisulfite (2.45 mmol) in 15 ml of water is added over about 5 minutes. The reaction mixture is stirred for two hours. The organic phase is separated, washed with water, dried over calcium sulfate and solvent evaporated to give cyano(2,4-dioxo-1-propargyl-3-imidazolidinyl)methan... Reactants: O=C1C=C(N(C=C1OCC1=CC=CC=C1)CC1=CC=CC=C1)CN1C(C(N(CC1)C(C1=CC=CC=C1)(C1=CC=CC=C1)C1=CC=CC=C1)=O)=O (1-[[1,4-dihydro-4-oxo-5-(phenylmethoxy)-1-(phenylmethyl)-2-pyridinyl]-methyl]-4-(triphenylmethyl)-2,3-piperazinedione), C(=O)O (formic acid). The solvent is ClCCl (dichloromethane). Run at time 3 day. The product is O=C1C=C(N(C=C1OCC1=CC=CC=C1)CC1=CC=CC=C1)CN1C(C(NCC1)=O)=O (1-[[1,4-dihydro-4-oxo-5-(phenylmethoxy)-1-(phenylmethyl)-2-pyridinyl]methyl]-2,3-piperazinedione). The yield is 94.9%. As a reaction SMILES: [O:1]=[C:2]1[C:7]([O:8][CH2:9][C:10]2[CH:15]=[CH:14][CH:13]=[CH:12][CH:11]=2)=[CH:6][N:5]([CH2:16][C:17]2[CH:22]=[CH:21][CH:20]=[CH:19][CH:18]=2)[C:4]([CH2:23][N:24]2[CH2:29][CH2:28][N:27](C(C3C=CC=CC=3)(C3C=CC=CC=3)C3C=CC=CC=3)[C:26](=[O:49])[C:25]2=[O:50])=[CH:3]1.C(O)=O>ClCCl>[O:1]=[C:2]1[C:7]([O:8][CH2:9][C:10]2[CH:11]=[CH:12][CH:13]=[CH:14][CH:15]=2)=[CH:6][N:5]([CH2:16][C:17]2[CH:22]=[CH:21][CH:20]=[CH:19][CH:18]=2)[C:4]([CH2:23][N:24]2[CH2:29][CH2:28][NH:27][C:26](=[O:49])[C:25]2=[O:50])=[CH:3]1. Procedure: To a solution of 1-[[1,4-dihydro-4-oxo-5-(phenylmethoxy)-1-(phenylmethyl)-2-pyridinyl]-methyl]-4-(triphenylmethyl)-2,3-piperazinedione (8.77 g, 13.23 mmol) in 65 ml of dichloromethane was added dropwise at room temperature 65 ml of formic acid. After stirring for three days, the volatiles were distilled off in vacuo and the residue triturated twice with ether to give 5.24 g of 1-[[1,4-dihydro-4-oxo-5-(phenylmethoxy)-1-(phenylmethyl)-2-pyridinyl]methyl]-2,3-piperazinedione, melting point 260°-265... The reactants are NC1=CC=CC=C1 (Aniline), BrC1=C2C=CN(C2=CC=C1)[Si](C(C)C)(C(C)C)C(C)C (4-bromo-1-triisopropylsilanyl-1H-indole), tris(dibenzylideneacetone)dipalladium 2-(dicyclohexylphosphino)-2,4,6-triisopropyl-1,1′-biphenylphosphine, C(=O)([O-])[O-].[K+].[K+] (K2CO3). The solvent is CC(C)(C)O (t-BuOH). Conditions: temperature 110 celsius, time 4 hour. The product is C1(=CC=CC=C1)NC1=C2C=CN(C2=CC=C1)[Si](C(C)C)(C(C)C)C(C)C (Phenyl-(1-triisopropylsilanyl-1H-indol-4-yl)-amine). RXN SMILES: [NH2:1][C:2]1[CH:7]=[CH:6][CH:5]=[CH:4][CH:3]=1.Br[C:9]1[CH:17]=[CH:16][CH:15]=[C:14]2[C:10]=1[CH:11]=[CH:12][N:13]2[Si:18]([CH:25]([CH3:27])[CH3:26])([CH:22]([CH3:24])[CH3:23])[CH:19]([CH3:21])[CH3:20].C([O-])([O-])=O.[K+].[K+]>CC(O)(C)C>[C:2]1([NH:1][C:9]2[CH:17]=[CH:16][CH:15]=[C:14]3[C:10]=2[CH:11]=[CH:12][N:13]3[Si:18]([CH:22]([CH3:24])[CH3:23])([CH:25]([CH3:27])[CH3:26])[CH:19]([CH3:20])[CH3:21])[CH:7]=[CH:6][CH:5]=[CH:4][CH:3]=1 |f:2.3.4|. Reported procedure: Aniline (328 μl, 3.6 mmol) was added to a room temperature mixture of 4-bromo-1-triisopropylsilanyl-1H-indole (1.06 g, 3 mmol), tris(dibenzylideneacetone)dipalladium 2-(dicyclohexylphosphino)-2,4,6-triisopropyl-1,1′-biphenylphosphine (Pd2(dba)3, 27.5 mg, 0.03 mmol), (72 mg, 0.05 mmol) and K2CO3 (1.04 g, 7.5 mmol) in t-BuOH (14 ml). The reaction mixture was stirred at 110° C. for 4 hours. The reaction was cooled, and the solid was filtered off. The filtrate was concentrated and the residue was pa... Reactants: C1(=CC=CC=C1)C=1C=C(SC1C1=CC=CC=C1)C(=O)O (4,5-diphenyl-2-thiophenecarboxylic acid), C(=O)=O (carbon dioxide). Run in O (water). Yields the product C1(=CC=CC=C1)C=1SC=CC1C1=CC=CC=C1 (2,3-diphenylthiophene). As a reaction SMILES: [C:1]1([C:7]2[CH:8]=[C:9](C(O)=O)[S:10][C:11]=2[C:12]2[CH:17]=[CH:16][CH:15]=[CH:14][CH:13]=2)[CH:6]=[CH:5][CH:4]=[CH:3][CH:2]=1.C(=O)=O>O>[C:12]1([C:11]2[S:10][CH:9]=[CH:8][C:7]=2[C:1]2[CH:6]=[CH:5][CH:4]=[CH:3][CH:2]=2)[CH:13]=[CH:14][CH:15]=[CH:16][CH:17]=1. Reported procedure: The 4,5-diphenyl-2-thiophenecarboxylic acid (28 g, 0.1 mol) prepared as described above was heated to 220–230° C. until the evolution of carbon dioxide ceased. The residue was diluted in water and extracted with 100 mL of benzene. The organic phase was dried over MgSO4 and evaporated off to give the crystallized product. Yield 22.45 g (95%). Reactants: O=C([O-])O, COc1ccc2c3c1OC1C(=O)CC(C)C4(OC)C(C2)NCCC314, CN(C)C=O, BrCC1CCC1, Cl, [Na+]. Product: COc1ccc2c3c1OC1C(=O)CC(C)C4(OC)C(C2)N(CC2CCC2)CCC314. As a reaction SMILES: [C:32](=[O:33])([OH:34])[O-:35].[CH3:2][O:3][c:4]1[cH:5][cH:6][c:7]2[c:16]3[c:17]1[O:18][CH:14]1[C:13](=[O:22])[CH2:12][CH:11]([CH3:23])[C:10]4([O:24][CH3:25])[CH:9]([CH2:8]2)[NH:21][CH2:20][CH2:19][C:15]413.[CH3:37][N:38]([CH3:39])[CH:40]=[O:41].[CH:26]1([CH2:30][Br:31])[CH2:27][CH2:28][CH2:29]1.[ClH:1].[Na+:36]>>[CH3:2][O:3][c:4]1[cH:5][cH:6][c:7]2[c:16]3[c:17]1[O:18][CH:14]1[C:13](=[O:22])[CH2:12][CH:11]([CH3:23])[C:10]4([O:24][CH3:25])[CH:9]([CH2:8]2)[N:21]([CH2:30][CH:26]2[CH2:27][CH2:28][CH2:29]2)[CH2:20][CH2:19][C:15]413. Starting materials: ClC1=CC=C(C(=O)O)C=C1 (4-chloro-benzoic acid), C(C)(C)N1CCC(CC1)NS(=O)(=O)CCN (2-amino-ethanesulfonic acid (1-isopropyl-piperidin-4-yl)-amide). Product: ClC1=CC=C(C(=O)NCCS(NC2CCN(CC2)C(C)C)(=O)=O)C=C1 (4-chloro-N-[2-(1-isopropyl-piperidin-4-ylsulfamoyl)-ethyl]-benzamide). Reaction SMILES: [Cl:1][C:2]1[CH:10]=[CH:9][C:5]([C:6]([OH:8])=O)=[CH:4][CH:3]=1.[CH:11]([N:14]1[CH2:19][CH2:18][CH:17]([NH:20][S:21]([CH2:24][CH2:25][NH2:26])(=[O:23])=[O:22])[CH2:16][CH2:15]1)([CH3:13])[CH3:12]>>[Cl:1][C:2]1[CH:3]=[CH:4][C:5]([C:6]([NH:26][CH2:25][CH2:24][S:21](=[O:23])(=[O:22])[NH:20][CH:17]2[CH2:18][CH2:19][N:14]([CH:11]([CH3:12])[CH3:13])[CH2:15][CH2:16]2)=[O:8])=[CH:9][CH:10]=1. Procedure: 4-Chloro-N-[2-(1-isopropyl-piperidin-4-ylsulfamoyl)-ethyl]-benzamide was prepared by an analogous procedure as described in example 9 starting from 104 mg (1.1 equiv.) 4-chloro-benzoic acid and 150 mg (0.60 mmol) 2-amino-ethanesulfonic acid (1-isopropyl-piperidin-4-yl)-amide. Final purification by preparative RP-HPLC (CH3CN/H2O gradient+0.1% TFA) gave pure 4-chloro-N-[2-(1-isopropyl-piperidin-4-ylsulfamoyl)-ethyl]-benzamide. The title compound was obtained as its trifluoroacetate in form of a co...